The task is: describe an organic reaction: reactants, conditions, products, and yield. This data is from the Open Reaction Database (ORD), a public repository of structured organic reaction records. Starting materials: BrC1=CC=C2CN(C(C2=C1)=O)[C@@H](C(=O)OC)C(C)C ((R)-Methyl 2-(6-bromo-1-oxoisoindolin-2-yl)-3-methylbutanoate), compound, Cl.NCCCC(=O)OC (methyl 4-aminobutanoate hydrochloride). Product: BrC1=CC=C2CN(C(C2=C1)=O)CCCC(=O)OC (Methyl 4-(6-bromo-1-oxoisoindolin-2-yl)butanoate). RXN SMILES: [Br:1][C:2]1[CH:10]=[C:9]2[C:5]([CH2:6][N:7]([C@H:12]([CH:17]([CH3:19])C)C(OC)=O)[C:8]2=[O:11])=[CH:4][CH:3]=1.Cl.NCCC[C:25]([O:27][CH3:28])=[O:26]>>[Br:1][C:2]1[CH:10]=[C:9]2[C:5]([CH2:6][N:7]([CH2:12][CH2:17][CH2:19][C:25]([O:27][CH3:28])=[O:26])[C:8]2=[O:11])=[CH:4][CH:3]=1 |f:1.2|. Procedure: The compound of example 347 was prepared analogous to compound of example 329 by reaction of the compound of example 328 and methyl 4-aminobutanoate hydrochloride. Reactants: [Li]CCCC, COC(=O)Cc1ccc(SC)c(Br)c1, CN1CCCN(C)C1=O, CC(C)NC(C)C, ICC1CCCC1, C1CCOC1. Product: COC(=O)C(CC1CCCC1)c1ccc(SC)c(Br)c1. RXN SMILES: [CH2:8]([Li:9])[CH2:10][CH2:11][CH3:12].[CH3:13][O:14][C:15]([CH2:16][c:17]1[cH:18][c:19]([Br:25])[c:20]([S:23][CH3:24])[cH:21][cH:22]1)=[O:26].[CH3:39][N:40]1[CH2:41][CH2:42][CH2:43][N:44]([CH3:45])[C:46]1=[O:47].[CH:1]([NH:2][CH:3]([CH3:4])[CH3:5])([CH3:6])[CH3:7].[I:27][CH2:28][CH:29]1[CH2:30][CH2:31][CH2:32][CH2:33]1.[O:34]1[CH2:35][CH2:36][CH2:37][CH2:38]1>>[CH3:13][O:14][C:15]([CH:16]([c:17]1[cH:18][c:19]([Br:25])[c:20]([S:23][CH3:24])[cH:21][cH:22]1)[CH2:28][CH:29]1[CH2:30][CH2:31][CH2:32][CH2:33]1)=[O:26]. Reactants: COC=1C=C2C=CC(=CC2=CC1)Br (6-methoxy-2-bromonaphthalene), C1OC(C=C)COC1 (3-ethylenedioxybutene), P (phosphine). Reagents/catalysts: [Pd] (palladium). Product: COC=1C=C2C=CC(=CC2=CC1)C=CC1COCCO1 (6-methoxy-2-(3-ethylenedioxybuten-1-yl)naphthalene). RXN SMILES: [CH3:1][O:2][C:3]1[CH:4]=[C:5]2[C:10](=[CH:11][CH:12]=1)[CH:9]=[C:8](Br)[CH:7]=[CH:6]2.[CH2:14]1[CH2:21][O:20][CH2:19][CH:16]([CH:17]=[CH2:18])[O:15]1.P>[Pd]>[CH3:1][O:2][C:3]1[CH:4]=[C:5]2[C:10](=[CH:11][CH:12]=1)[CH:9]=[C:8]([CH:18]=[CH:17][CH:16]1[O:15][CH2:14][CH2:21][O:20][CH2:19]1)[CH:7]=[CH:6]2. Procedure: It has now been found that, by reacting 6-methoxy-2-bromonaphthalene with 3-ethylenedioxybutene (II) in the presence of a bivalent palladium salt and a phosphine, the reaction takes place extremely rapidly without operating under pressure and the 6-methoxy-2-(3-ethylenedioxybuten-1-yl)naphthalene (III) is obtained in optimum yields. Reactants: CCON, CC(=O)N(c1ccc(F)cc1)C1CCN(C2CCC(=O)CC2)CC1, [Na+], O=C([O-])O, c1ccncc1. Yields the product CCON=C1CCC(N2CCC(N(C(C)=O)c3ccc(F)cc3)CC2)CC1. RXN SMILES: [CH2:25]([CH3:26])[O:27][NH2:28].[F:1][c:2]1[cH:3][cH:4][c:5]([N:8]([C:9]([CH3:10])=[O:11])[CH:12]2[CH2:13][CH2:14][N:15]([CH:18]3[CH2:19][CH2:20][C:21](=[O:24])[CH2:22][CH2:23]3)[CH2:16][CH2:17]2)[cH:6][cH:7]1.[Na+:33].[O-:29][C:30]([OH:31])=[O:32].[cH:34]1[cH:35][cH:36][n:37][cH:38][cH:39]1>>[F:1][c:2]1[cH:3][cH:4][c:5]([N:8]([C:9]([CH3:10])=[O:11])[CH:12]2[CH2:13][CH2:14][N:15]([CH:18]3[CH2:19][CH2:20][C:21](=[N:28][O:27][CH2:25][CH3:26])[CH2:22][CH2:23]3)[CH2:16][CH2:17]2)[cH:6][cH:7]1.